This data is from the Open Reaction Database (ORD), a public repository of structured organic reaction records. The task is: describe an organic reaction: reactants, conditions, products, and yield The reactants are [Al+3], COc1ccc(N2CCN(N=O)CC2)cc1, [H-], [H-], [H-], [H-], [Li+], [Na+], C1CCOC1, [OH-], O, c1ccccc1. The product is COc1ccc(N2CCN(N)CC2)cc1. RXN SMILES: [Al+3:2].[CH3:12][O:13][c:14]1[cH:15][cH:16][c:17]([N:20]2[CH2:21][CH2:22][N:23]([N:26]=[O:27])[CH2:24][CH2:25]2)[cH:18][cH:19]1.[H-:1].[H-:4].[H-:5].[H-:6].[Li+:3].[Na+:29].[O:7]1[CH2:8][CH2:9][CH2:10][CH2:11]1.[OH-:28].[OH2:30].[cH:31]1[cH:32][cH:33][cH:34][cH:35][cH:36]1>>[CH3:12][O:13][c:14]1[cH:15][cH:16][c:17]([N:20]2[CH2:21][CH2:22][N:23]([NH2:26])[CH2:24][CH2:25]2)[cH:18][cH:19]1. Product: Cn1c(C(F)(F)F)cc(=O)n(-c2cc(Oc3cccc(OCc4ccccc4)c3)c(N)cc2F)c1=O. Starting materials: Cn1c(C(F)(F)F)cc(=O)n(-c2cc(Oc3cccc(OCc4ccccc4)c3)c([N+](=O)[O-])cc2F)c1=O, CC(=O)O, [Fe], O. RXN SMILES: [CH2:2]([c:3]1[cH:4][cH:5][cH:6][cH:7][cH:8]1)[O:9][c:10]1[cH:11][c:12]([O:13][c:14]2[c:15]([N+:34]([O-:35])=[O:36])[cH:16][c:17]([F:33])[c:18](-[n:20]3[c:21](=[O:32])[n:22]([CH3:31])[c:23]([C:27]([F:28])([F:29])[F:30])[cH:24][c:25]3=[O:26])[cH:19]2)[cH:37][cH:38][cH:39]1.[CH3:40][C:41](=[O:42])[OH:43].[Fe:44].[OH2:1]>>[CH2:2]([c:3]1[cH:4][cH:5][cH:6][cH:7][cH:8]1)[O:9][c:10]1[cH:11][c:12]([O:13][c:14]2[c:15]([NH2:34])[cH:16][c:17]([F:33])[c:18](-[n:20]3[c:21](=[O:32])[n:22]([CH3:31])[c:23]([C:27]([F:28])([F:29])[F:30])[cH:24][c:25]3=[O:26])[cH:19]2)[cH:37][cH:38][cH:39]1. Starting materials: BrC1=CC=C(C=C1)F (1-bromo-4-fluorobenzene), [Li]CCCC (n-BuLi), C(\C=C\C)(=O)Cl (crotonyl chloride), [Li+].[Cl-] (LiCl). Reagents/catalysts: Cl[Cu] (CuCl). Run in C1CCOC1 (THF), C1CCOC1 (THF). Run at time 1 hour. Yields the product FC1=CC=C(C=C1)C(C=CC)=O (1-(4-fluorophenyl)but-2-en-1-one). Isolated yield 9.8%. As a reaction SMILES: Br[C:2]1[CH:7]=[CH:6][C:5]([F:8])=[CH:4][CH:3]=1.[Li]CCCC.[Li+].[Cl-].[C:16](Cl)(=[O:20])/[CH:17]=[CH:18]/[CH3:19]>C1COCC1.Cl[Cu]>[F:8][C:5]1[CH:6]=[CH:7][C:2]([C:16](=[O:20])[CH:17]=[CH:18][CH3:19])=[CH:3][CH:4]=1 |f:2.3|. Reported procedure: To a solution of 1-bromo-4-fluorobenzene (28 g, 0.162 mol) in THF (90 mL) was added n-BuLi (70 mL, 2.5 M) at −78° C. and stirred for 1 h under nitrogen. Then to a premixed solution of CuCl (18 g, 0.16 mol) and LiCl (15 g, 0.354 mol) in THF (160 mL) at −78° C. was added the above solution quickly. The formed solution was stirred for 20 minutes, and was treated with crotonyl chloride (21 g, 0.176 mol). The resulting solution was stirred for 30 minutes. The mixture was quenched with aq NH4Cl, the o... Reactants: COC=1C(=NC=C(N1)C)NCC1CCNCC1 (4-[(3-methoxy-5-methyl-pyrazin-2-ylamino)-methyl]-piperidine), CC1=CC=C(COC(ON2C(CCC2=O)=O)=O)C=C1 (carbonic acid 2,5-dioxo-pyrrolidin-1-yl ester 4-methyl-benzyl ester), CC1=CC=C(COC(ON2C(CCC2=O)=O)=O)C=C1 (carbonic acid 2,5-dioxo-pyrrolidin-1-yl ester 4-methyl-benzyl ester). Product: CC1=CC=C(COC(=O)N2CCC(CC2)CNC2=NC=C(N=C2OC)C)C=C1 (4-[(3-Methoxy-5-methyl-pyrazin-2-ylamino)-methyl]-piperidine-1-carboxylic acid 4-methyl-benzyl ester). As a reaction SMILES: [CH3:1][O:2][C:3]1[C:4]([NH:10][CH2:11][CH:12]2[CH2:17][CH2:16][NH:15][CH2:14][CH2:13]2)=[N:5][CH:6]=[C:7]([CH3:9])[N:8]=1.[CH3:18][C:19]1[CH:36]=[CH:35][C:22]([CH2:23][O:24][C:25](=O)[O:26]N2C(=O)CCC2=O)=[CH:21][CH:20]=1>>[CH3:18][C:19]1[CH:36]=[CH:35][C:22]([CH2:23][O:24][C:25]([N:15]2[CH2:16][CH2:17][CH:12]([CH2:11][NH:10][C:4]3[C:3]([O:2][CH3:1])=[N:8][C:7]([CH3:9])=[CH:6][N:5]=3)[CH2:13][CH2:14]2)=[O:26])=[CH:21][CH:20]=1. Procedure: The above compound was prepared in a similar manner as described in EXAMPLE 130 from 4-[(3-methoxy-5-methyl-pyrazin-2-ylamino)-methyl]-piperidine (EXAMPLE 130, STEP 2) using N-(4-methylbenzyloxycarbonyloxy)succinimide (INTERMEDIATE 1A). M.S. (m+1): 385. RXN SMILES: [CH3:22][C:23](=[O:24])[OH:25].[CH:11]12[CH:12]([CH2:13][CH2:14][CH2:15][CH2:16]1)[C:17](=[O:18])[O:19][C:20]2=[O:21].[F:1][c:2]1[c:3]([NH2:4])[c:5]([F:10])[cH:6][c:7]([F:9])[cH:8]1>>[F:1][c:2]1[c:3]([N:4]2[C:17](=[O:18])[CH:12]3[CH:11]([CH2:16][CH2:15][CH2:14][CH2:13]3)[C:20]2=[O:19])[c:5]([F:10])[cH:6][c:7]([F:9])[cH:8]1. Reactants: CC(=O)O, O=C1OC(=O)C2CCCCC12, Nc1c(F)cc(F)cc1F. The product is O=C1C2CCCCC2C(=O)N1c1c(F)cc(F)cc1F.